From a dataset of the Open Reaction Database (ORD), a public repository of structured organic reaction records. describe an organic reaction: reactants, conditions, products, and yield The reactants are C(CCC(=O)OC)(=O)OC (dimethyl succinate), [Na] (sodium), C(CCC(=O)OC)(=O)OC (dimethyl succinate), C(CCC(=O)OC)(=O)OC (dimethyl succinate). Run in CO (methanol), CO (methanol). Reaction conditions: temperature 76 celsius. Yields the product COC(=O)C1CC(=O)C(CC1=O)C(=O)OC (dimethyl succinylsuccinate). Isolated yield 81.0%. RXN SMILES: [C:1]([O:9][CH3:10])(=[O:8])[CH2:2][CH2:3][C:4]([O:6]C)=O.[Na]>CO>[CH3:10][O:9][C:1]([CH:2]1[C:4](=[O:6])[CH2:3][CH:2]([C:1]([O:9][CH3:10])=[O:8])[C:4](=[O:6])[CH2:3]1)=[O:8] |^1:10|. Procedure details: To a stirred solution of dimethyl succinate (400.1 g., 98.7% purity, 2.7 mole) and dry methanol (13 g., 0.4 mole) at 30° C. under nitrogen is added over 1.5 hour a stirred slurry of finely divided sodium (22.1 g., 0.96 mole) in dimethyl succinate (83.4 g., 0.57 mole). The temperature rises to 45° C. maximum. The mixture is heated to 76° C. and the methanol stripped off over two hours. Additional dimethyl succinate is added (200 g., 1.38 mole) to maintain the fluidity of the reaction. On completi... The reactants are Cl (hydrochloric acid), aqueous solution, [Cl-].[Na+] (sodium chloride), ClC=1C=CC=C(C1C(=O)OCC1=CC=CC=C1)N (phenylmethyl 6-chloroanthranilate), COC1=NC(=NC(=C1)OC)S(=O)(=O)C (4,6-dimethoxy-2-methylsulfonylpyrimidine), [H-].[Na+] (sodium hydride). The solvent is O1CCCC1 (tetrahydrofuran). Reaction conditions: time 5 minute. The product is ClC1=CC=CC(=C1C(=O)OCC1=CC=CC=C1)NC1=NC(=CC(=N1)OC)OC (phenylmethyl 6-chloro-2-(4,6-dimethoxypyrimidin-2-ylamino)benzoate). Isolated yield 50.0%. RXN SMILES: [Cl:1][C:2]1[CH:3]=[CH:4][CH:5]=[C:6]([NH2:18])[C:7]=1[C:8]([O:10][CH2:11][C:12]1[CH:17]=[CH:16][CH:15]=[CH:14][CH:13]=1)=[O:9].[H-].[Na+].[CH3:21][O:22][C:23]1[CH:28]=[C:27]([O:29][CH3:30])[N:26]=[C:25](S(C)(=O)=O)[N:24]=1.Cl.[Cl-].[Na+]>O1CCCC1>[Cl:1][C:2]1[C:7]([C:8]([O:10][CH2:11][C:12]2[CH:13]=[CH:14][CH:15]=[CH:16][CH:17]=2)=[O:9])=[C:6]([NH:18][C:25]2[N:26]=[C:27]([O:29][CH3:30])[CH:28]=[C:23]([O:22][CH3:21])[N:24]=2)[CH:5]=[CH:4][CH:3]=1 |f:1.2,5.6|. Procedure details: Under a nitrogen atmosphere a solution of 5.2 grams (0.020 mole) of phenylmethyl 6-chloroanthranilate in 150 mL of tetrahydrofuran was stirred, and 0.8 gram (0.02 mole) of 60% sodium hydride in mineral was added in one portion. Upon completion of addition, the reaction mixture was stirred for 5 minutes, and the reaction mixture temperature was slowly brought to 50° C. After this time 4.3 grams (0.020 mole) of 4,6-dimethoxy-2-methylsulfonylpyrimidine (prepared as in Example 1, Steps A-C) was adde... Reaction conditions: time 45 minute. As a reaction SMILES: [CH2:1]([N:8]([CH2:20][C:21]1[CH:26]=[CH:25][CH:24]=[CH:23][CH:22]=1)[C@H:9]([CH2:12][C:13]1[CH:18]=[CH:17][CH:16]=[CH:15][C:14]=1[F:19])[CH2:10][OH:11])[C:2]1[CH:7]=[CH:6][CH:5]=[CH:4][CH:3]=1>C(N(C(C)C)CC)(C)C.CS(C)=O>[CH2:20]([N:8]([CH2:1][C:2]1[CH:3]=[CH:4][CH:5]=[CH:6][CH:7]=1)[C@H:9]([CH2:12][C:13]1[CH:18]=[CH:17][CH:16]=[CH:15][C:14]=1[F:19])[CH:10]=[O:11])[C:21]1[CH:22]=[CH:23][CH:24]=[CH:25][CH:26]=1. Run in C(C)(C)N(CC)C(C)C (diisopropyl-ethyl-amine), CS(=O)C (DMSO). Procedure details: To a solution of (R)-2-dibenzylamino-3-(2-fluoro-phenyl)-propan-1-ol (1 g, 2.9 mmol) in 2 mL of diisopropyl-ethyl-amine at 10° C. is slowly added a solution of sulfur trioxide pyridine complex (1.4 g, 8.6 mmol) in 5 mL of DMSO. The reaction is allowed to stir at room temperature for 45 minutes after which time the reaction is quenched by addition of ice water. The product is extracted into ether and the combined organic phases are washed with water, 5% citric acid, and brine. The organic layer i... Reactants: C(C1=CC=CC=C1)N([C@@H](CO)CC1=C(C=CC=C1)F)CC1=CC=CC=C1 ((R)-2-dibenzylamino-3-(2-fluoro-phenyl)-propan-1-ol). Product: C(C1=CC=CC=C1)N([C@@H](C=O)CC1=C(C=CC=C1)F)CC1=CC=CC=C1 ((R)-2-Dibenzylamino-3-(2-fluoro-phenyl)-propionaldehyde). Starting materials: C(C)C1=NC=2C(=NC(=CC2C)C)N1CC1=CC=C(C=C1)C1=C(C=CC=C1)C=1C(C(C1OC(C)C)=O)=O (3-[4'-(2-Ethyl-5,7-dimethyl-3H-imidazo[4,5-b]pyrid-3-ylmethyl)biphenyl-2-yl)-4-isopropoxycyclobut-3-ene-1,2-dione), N (ammonia). Run at time 16 hour. The product is NC=1C(C(C1C1=C(C=CC=C1)C1=CC=C(C=C1)CN1C(=NC=2C1=NC(=CC2C)C)CC)=O)=O (3-amino-4-[4'-(2-ethyl-5,7-dimethyl -3H-imidazo[4,5-b]pyrid-3-ylmethyl)biphenyl-2-yl]cyclobut-3-ene-1,2-dione). Reaction SMILES: [CH2:1]([C:3]1[N:13]([CH2:14][C:15]2[CH:20]=[CH:19][C:18]([C:21]3[CH:26]=[CH:25][CH:24]=[CH:23][C:22]=3[C:27]3[C:28](=O)[C:29](=[O:35])[C:30]=3[O:31]C(C)C)=[CH:17][CH:16]=2)[C:6]2=[N:7][C:8]([CH3:12])=[CH:9][C:10]([CH3:11])=[C:5]2[N:4]=1)[CH3:2].[NH3:37]>>[NH2:37][C:28]1[C:29](=[O:35])[C:30](=[O:31])[C:27]=1[C:22]1[CH:23]=[CH:24][CH:25]=[CH:26][C:21]=1[C:18]1[CH:19]=[CH:20][C:15]([CH2:14][N:13]2[C:6]3=[N:7][C:8]([CH3:12])=[CH:9][C:10]([CH3:11])=[C:5]3[N:4]=[C:3]2[CH2:1][CH3:2])=[CH:16][CH:17]=1. Procedure: 3-[4'-(2-Ethyl-5,7-dimethyl-3H-imidazo[4,5-b]pyrid-3-ylmethyl)biphenyl-2-yl)-4-isopropoxycyclobut-3-ene-1,2-dione (0.44 g; preparable as in Example 2) was stirred in saturated ethanolic ammonia solution (10 ml) at ambient temperature for 3 hours and then kept at ambient temperature for approximately 16 hours. The solvent was evaporated and the resulting residue was triturated with diethyl ether to give an off-white solid which was dried in vacuo to give 3-amino-4-[4'-(2-ethyl-5,7-dimethyl -3H-im... Reactants: C(C(=O)C1=CC=CC=C1)Br (phenacyl bromide), C(C1=CC=CC=C1)N1CC(C(=CC1)N1CCCC1)C (1-benzyl-1,2,3,6-tetrahydro-3-methyl-4-pyrrolidinopyridine), O (Water). Run in C1=CC=CC=C1 (benzene), C1=CC=CC=C1 (benzene). Reaction conditions: time 40 hour. The product is C(C1=CC=CC=C1)N1CC(C(C(C1)CC(=O)C1=CC=CC=C1)=O)C (1-Benzyl-3-methyl-5-phenacyl-4-piperidone). Reaction SMILES: [CH2:1]([N:8]1[CH2:13][CH:12]=[C:11](N2CCCC2)[CH:10]([CH3:19])[CH2:9]1)[C:2]1[CH:7]=[CH:6][CH:5]=[CH:4][CH:3]=1.[CH2:20](Br)[C:21]([C:23]1[CH:28]=[CH:27][CH:26]=[CH:25][CH:24]=1)=[O:22].[OH2:30]>C1C=CC=CC=1>[CH2:1]([N:8]1[CH2:13][CH:12]([CH2:20][C:21]([C:23]2[CH:28]=[CH:27][CH:26]=[CH:25][CH:24]=2)=[O:22])[C:11](=[O:30])[CH:10]([CH3:19])[CH2:9]1)[C:2]1[CH:7]=[CH:6][CH:5]=[CH:4][CH:3]=1. Procedure: To a stirred, cooled solution of 1-benzyl-1,2,3,6-tetrahydro-3-methyl-4-pyrrolidinopyridine (14 g) in dry benzene (50 ml) was added dropwise, in an atmosphere of nitrogen, a solution of phenacyl bromide (10 g) in dry benzene (50 ml). The resulting solution was stirred at room temperature, under nitrogen for 40 hours. Water (100 ml) was added and stirring continued for 1 hour. The organic layer was collected, dried over magnesium sulphate and evaporated to give 17.3 g of the crude product as a re... Starting materials: O=C([O-])O, CCCCOc1nc(N)c2nc(OC)n(CC3CCOC3)c2n1, CO, Cl, [Na+], C1COCCO1, O. Yields the product CCCCOc1nc(N)c2[nH]c(=O)n(CC3CCOC3)c2n1. As a reaction SMILES: [C:26](=[O:27])([OH:28])[O-:29].[CH2:1]([CH2:2][CH2:3][CH3:4])[O:5][c:6]1[n:7][c:8]([NH2:23])[c:9]2[n:10][c:11]([O:21][CH3:22])[n:12]([CH2:15][CH:16]3[CH2:17][O:18][CH2:19][CH2:20]3)[c:13]2[n:14]1.[CH3:31][OH:32].[ClH:24].[Na+:30].[O:33]1[CH2:34][CH2:35][O:36][CH2:37][CH2:38]1.[OH2:25]>>[CH2:1]([CH2:2][CH2:3][CH3:4])[O:5][c:6]1[n:7][c:8]([NH2:23])[c:9]2[nH:10][c:11](=[O:21])[n:12]([CH2:15][CH:16]3[CH2:17][O:18][CH2:19][CH2:20]3)[c:13]2[n:14]1.